The task is: describe an organic reaction: reactants, conditions, products, and yield. This data is from the Open Reaction Database (ORD), a public repository of structured organic reaction records. Starting materials: CO, CC1=C(Cl)C(=O)c2ccccc2C1=O, [K+], [OH-]. The product is CC1=C(O)C(=O)c2ccccc2C1=O. Reaction SMILES: [CH3:17][OH:18].[Cl:3][C:4]1=[C:13]([CH3:14])[C:12](=[O:15])[c:11]2[c:6]([cH:7][cH:8][cH:9][cH:10]2)[C:5]1=[O:16].[K+:2].[OH-:1]>>[OH:1][C:4]1=[C:13]([CH3:14])[C:12](=[O:15])[c:11]2[c:6]([cH:7][cH:8][cH:9][cH:10]2)[C:5]1=[O:16]. Starting materials: CN(C)C=C1C(OC(=CC1=O)C)=O (3-(dimethylaminomethylene)-4-oxo-6-methyl-2-pyrone). Solvent: [OH-].[NH4+] (ammonium hydroxide). Reaction conditions: temperature 70 celsius. The product is CC1=CC(=O)C(=CN1)C(=O)O (6-Methyl-4-(1H)-pyridone-3-carboxylic acid). Yield: 53.7%. As a reaction SMILES: C[N:2]([CH:4]=[C:5]1[C:10](=[O:11])[CH:9]=[C:8]([CH3:12])[O:7][C:6]1=[O:13])C>[OH-].[NH4+]>[CH3:12][C:8]1[NH:2][CH:4]=[C:5]([C:6]([OH:7])=[O:13])[C:10](=[O:11])[CH:9]=1 |f:1.2|. Procedure: A mixture of 3-(dimethylaminomethylene)-4-oxo-6-methyl-2-pyrone (85.0 g) and ammonium hydroxide (500 ml) is slowly heated to 70° C. with the condenser outlet open. The mixture is heated at 70°-80° C. for 3 hours, concentrated to a volume of about 100 ml and acidified with 3N HCl to pH 5. The product is filtered and washed with water and diethyl ether to give 38.6 g of the title compound. Physical characteristics are as follows: Reactants: BrC=1C=CC(=NC1)[C@H](C)NC(=O)C=1C=C2C(=C(N(C2=CC1)CC1=CC=C(C=C1)C=1C(=CC=CC1)C(=O)OC(C)(C)C)C)C ((S)-tert-butyl 4′-((5-((1-(5-bromopyridin-2-yl)ethyl)carbamoyl)-2,3-dimethyl-1H-indol-1-yl)methyl)-[1,1′-biphenyl]-2-carboxylate), C1(CC1)B(O)O (cyclopropylboronic acid), P(C1CCCCC1)(C1CCCCC1)C1CCCCC1 ((Cy)3P), [O-]P(=O)([O-])[O-].[K+].[K+].[K+] (K3PO4). Reagents/catalysts: CC(=O)[O-].CC(=O)[O-].[Pd+2] (Pd(OAc)2). Solvent: C1(=CC=CC=C1)C.O (toluene water). Run at temperature 100 celsius. Product: C1(CC1)C=1C=CC(=NC1)[C@H](C)NC(=O)C=1C=C2C(=C(N(C2=CC1)CC1=CC=C(C=C1)C=1C(=CC=CC1)C(=O)OC(C)(C)C)C)C ((S)-tert-butyl 4′-((5-((1-(5-cyclopropylpyridin-2-yl)ethyl)carbamoyl)-2,3-dimethyl-1H-indol-1-yl)methyl)-[1,1′-biphenyl]-2-carboxylate). RXN SMILES: Br[C:2]1[CH:3]=[CH:4][C:5]([C@@H:8]([NH:10][C:11]([C:13]2[CH:14]=[C:15]3[C:19](=[CH:20][CH:21]=2)[N:18]([CH2:22][C:23]2[CH:28]=[CH:27][C:26]([C:29]4[C:30]([C:35]([O:37][C:38]([CH3:41])([CH3:40])[CH3:39])=[O:36])=[CH:31][CH:32]=[CH:33][CH:34]=4)=[CH:25][CH:24]=2)[C:17]([CH3:42])=[C:16]3[CH3:43])=[O:12])[CH3:9])=[N:6][CH:7]=1.[CH:44]1(B(O)O)[CH2:46][CH2:45]1.P(C1CCCCC1)(C1CCCCC1)C1CCCCC1.[O-]P([O-])([O-])=O.[K+].[K+].[K+]>C1(C)C=CC=CC=1.O.CC([O-])=O.CC([O-])=O.[Pd+2]>[CH:44]1([C:2]2[CH:3]=[CH:4][C:5]([C@@H:8]([NH:10][C:11]([C:13]3[CH:14]=[C:15]4[C:19](=[CH:20][CH:21]=3)[N:18]([CH2:22][C:23]3[CH:28]=[CH:27][C:26]([C:29]5[C:30]([C:35]([O:37][C:38]([CH3:39])([CH3:40])[CH3:41])=[O:36])=[CH:31][CH:32]=[CH:33][CH:34]=5)=[CH:25][CH:24]=3)[C:17]([CH3:42])=[C:16]4[CH3:43])=[O:12])[CH3:9])=[N:6][CH:7]=2)[CH2:46][CH2:45]1 |f:3.4.5.6,7.8,9.10.11|. Reported procedure: A high-pressure vial was filled with the (S)-tert-butyl 4′-((5-((1-(5-bromopyridin-2-yl)ethyl)carbamoyl)-2,3-dimethyl-1H-indol-1-yl)methyl)-[1,1′-biphenyl]-2-carboxylate (50 mg, 0.078 mmol), cyclopropylboronic acid (8 mg, 0.09 mmol, 1.2 equiv), Pd(OAc)2 (12 mg, 0.055 mmol, 0.7 equiv), (Cy)3P (8.7 mg, 0.031 mmol, 0.4 equiv), K3PO4 (49 mg, 0.23 mmol, 3 equiv), in toluene-water (10%). The reaction mixture was heated at 100° C. for 3 h under microwaves. The mixture was evaporated in vacuo to obtain ...